The task is: describe an organic reaction: reactants, conditions, products, and yield. This data is from the Open Reaction Database (ORD), a public repository of structured organic reaction records. Reactants: C(C1=CC=CC=C1)(=O)[O-].[K+] (Potassium benzoate), FC1=CC=C(C=C1)F (1,4-difluorobenzene), Cl (hydrochloric acid), C1(=CC=CC=C1)C(O)C1CCNCC1 ((+)-α-phenyl4-piperidinemethanol), [Na+].[Cl-] (NaCl), [H-].[Na+] (NaH). Solvent: CO (methanol), CS(=O)C (DMSO), O (water), CS(=O)C (DMSO). Conditions: temperature 72.5 celsius. The product is FC1=CC=C(OC2=C(C=CC=C2)CC2CCNCC2)C=C1 ((+)-4-[(4-fluorophenoxy)phenyl]methyl-piperidine). Isolated yield 54.0%. Reaction SMILES: [C:1]1([CH:7]([CH:9]2[CH2:14][CH2:13][NH:12][CH2:11][CH2:10]2)O)[CH:6]=[CH:5][CH:4]=[CH:3][CH:2]=1.[H-].[Na+].C([O-])(=[O:24])C1C=CC=CC=1.[K+].[F:27][C:28]1[CH:33]=[CH:32][C:31](F)=[CH:30][CH:29]=1.[Na+].[Cl-].Cl>CS(C)=O.CO.O>[F:27][C:28]1[CH:33]=[CH:32][C:31]([O:24][C:2]2[CH:3]=[CH:4][CH:5]=[CH:6][C:1]=2[CH2:7][CH:9]2[CH2:14][CH2:13][NH:12][CH2:11][CH2:10]2)=[CH:30][CH:29]=1 |f:1.2,3.4,6.7|. Procedure: The alcohol prepared above (2.7 g, 9.3 mmol) dissolved in DMSO (25 mL) was added over an NaH (60%, 0.6 g) suspension in DMSO (5 mL). Potassium benzoate (1.53 g, 9.63 mmol) and 1,4-difluorobenzene (1.3 mL, 11.9 mmol) were added and the mixture was heated (70-75° C.) until the starting substance disappeared. The reaction mixture was poured into water and saturated aqueous NaCl solution, and extracted with ether. The oil obtained was refluxed with a mixture of methanol (40 mL) and an aqueous hydroc... Starting materials: CC(C)c1nc2ncnc(Nc3cc(C(=O)O)ccc3Sc3ccc(NC(=O)OC(C)(C)C)cc3)c2cc1F, ClCCl, O=C(O)C(F)(F)F. Yields the product CC(C)c1nc2ncnc(Nc3cc(C(=O)O)ccc3Sc3ccc(N)cc3)c2cc1F. Reaction SMILES: [C:1]([O:2][C:3](=[O:4])[NH:8][c:9]1[cH:10][cH:11][c:12]([S:15][c:16]2[c:17]([NH:25][c:26]3[c:27]4[c:28]([n:29][cH:30][n:31]3)[n:32][c:33]([CH:37]([CH3:38])[CH3:39])[c:34]([F:36])[cH:35]4)[cH:18][c:19]([C:20](=[O:21])[OH:22])[cH:23][cH:24]2)[cH:13][cH:14]1)([CH3:5])([CH3:6])[CH3:7].[Cl:47][CH2:48][Cl:49].[OH:40][C:41]([C:42]([F:43])([F:44])[F:45])=[O:46]>>[NH2:8][c:9]1[cH:10][cH:11][c:12]([S:15][c:16]2[c:17]([NH:25][c:26]3[c:27]4[c:28]([n:29][cH:30][n:31]3)[n:32][c:33]([CH:37]([CH3:38])[CH3:39])[c:34]([F:36])[cH:35]4)[cH:18][c:19]([C:20](=[O:21])[OH:22])[cH:23][cH:24]2)[cH:13][cH:14]1.